From a dataset of the Open Reaction Database (ORD), a public repository of structured organic reaction records. describe an organic reaction: reactants, conditions, products, and yield Reactants: C(C)(=O)O (Acetic acid), C(#N)[BH3-].[Na+] (Sodium cyanoborohydride), C[O-].[Na+] (Sodium methoxide), Cl.FC1CNC1 (3-Fluoroazetidine hydrochloride), COC=1C=C(C=CC1N1C=NC(=C1)C)NC1=NC(=CC(=N1)C(C)=O)COCC(F)(F)F (1-(2-(3-methoxy-4-(4-methyl-1H-imidazol-1-yl)phenylamino)-6-((2,2,2-trifluoroethoxy)methyl)pyrimidin-4-yl)ethanone). Run in C(Cl)Cl (DCM), C([O-])(O)=O.[Na+] (sodium bicarbonate), O (Water), CO (methanol). Run at time 2 minute. Yields the product FC1CN(C1)C(C)C1=NC(=NC(=C1)COCC(F)(F)F)NC1=CC(=C(C=C1)N1C=NC(=C1)C)OC (4-(1-(3-Fluoroazetidin-1-yl)ethyl)-N-(3-methoxy-4-(4-methyl-1H-imidazol-1-yl)phenyl)-6-((2,2,2-trifluoroethoxy)methyl)pyrimidin-2-amine). Reaction SMILES: Cl.[F:2][CH:3]1[CH2:6][NH:5][CH2:4]1.C[O-].[Na+].[CH3:10][O:11][C:12]1[CH:13]=[C:14]([NH:24][C:25]2[N:30]=[C:29]([C:31](=O)[CH3:32])[CH:28]=[C:27]([CH2:34][O:35][CH2:36][C:37]([F:40])([F:39])[F:38])[N:26]=2)[CH:15]=[CH:16][C:17]=1[N:18]1[CH:22]=[C:21]([CH3:23])[N:20]=[CH:19]1.C(O)(=O)C.C([BH3-])#N.[Na+]>C(Cl)Cl.C(=O)(O)[O-].[Na+].O.CO>[F:2][CH:3]1[CH2:6][N:5]([CH:31]([C:29]2[CH:28]=[C:27]([CH2:34][O:35][CH2:36][C:37]([F:40])([F:39])[F:38])[N:26]=[C:25]([NH:24][C:14]3[CH:15]=[CH:16][C:17]([N:18]4[CH:22]=[C:21]([CH3:23])[N:20]=[CH:19]4)=[C:12]([O:11][CH3:10])[CH:13]=3)[N:30]=2)[CH3:32])[CH2:4]1 |f:0.1,2.3,6.7,9.10|. Procedure details: 3-Fluoroazetidine hydrochloride (28 mg, 0.25 mmol) was mixed with methanol (5 mL). Sodium methoxide (0.046 mL, 0.25 mmol) was added followed by 1-(2-(3-methoxy-4-(4-methyl-1H-imidazol-1-yl)phenylamino)-6-((2,2,2-trifluoroethoxy)methyl)pyrimidin-4-yl)ethanone (90 mg, 0.21 mmol). The mixture was stirred for 2 min. Acetic acid (0.044 mL, 0.76 mmol) was added. The mixture was stirred for 5 min. Sodium cyanoborohydride (18 mg, 0.29 mmol) was added and the mixture was stirred at rt under nitrogen atmo... Reactants: [BH4-], CN1C=NS(=O)(=O)c2ncccc21, CC(C)O, [Na+]. The product is CN1CNS(=O)(=O)c2ncccc21. As a reaction SMILES: [BH4-:1].[CH3:3][N:4]1[CH:5]=[N:6][S:7](=[O:14])(=[O:15])[c:8]2[c:9]1[cH:10][cH:11][cH:12][n:13]2.[CH:16]([OH:17])([CH3:18])[CH3:19].[Na+:2]>>[CH3:3][N:4]1[CH2:5][NH:6][S:7](=[O:14])(=[O:15])[c:8]2[c:9]1[cH:10][cH:11][cH:12][n:13]2.